Task: describe an organic reaction: reactants, conditions, products, and yield. Dataset: the Open Reaction Database (ORD), a public repository of structured organic reaction records Starting materials: C[C@@H]1[C@@H](CN(C1)S(=O)(=O)C)NC=1C=2N(N=CC1C(=O)N)C=C(C2)C=2C=NNC2 (4-((3S,4S)-4-methyl-1-(methylsulfonyl)pyrrolidin-3-ylamino)-6-(1H-pyrazol-4-yl)pyrrolo[1,2-b]pyridazine-3-carboxamide), C1CCC2=NCCCN2CC1 (DBU), CC1(OC1)C (2,2-dimethyloxirane). Run in C(C)#N (acetonitrile), CO (MeOH). Run at temperature 60 celsius. The product is OC(CN1N=CC(=C1)C=1C=C2N(N=CC(=C2N[C@@H]2CN(C[C@@H]2C)S(=O)(=O)C)C(=O)N)C1)(C)C (6-(1-(2-hydroxy-2-methylpropyl)-1H-pyrazol-4-yl)-4-((3S,4S)-4-methyl-1-(methylsulfonyl)pyrrolidin-3-ylamino)pyrrolo[1,2-b]pyridazine-3-carboxamide). Yield: 31.9%. As a reaction SMILES: [CH3:1][C@H:2]1[CH2:6][N:5]([S:7]([CH3:10])(=[O:9])=[O:8])[CH2:4][C@H:3]1[NH:11][C:12]1[C:13]2[N:14]([CH:21]=[C:22]([C:24]3[CH:25]=[N:26][NH:27][CH:28]=3)[CH:23]=2)[N:15]=[CH:16][C:17]=1[C:18]([NH2:20])=[O:19].C1CCN2C(=NCCC2)CC1.[CH3:40][C:41]1([CH3:44])[CH2:43][O:42]1>C(#N)C.CO>[OH:42][C:41]([CH3:44])([CH3:43])[CH2:40][N:26]1[CH:25]=[C:24]([C:22]2[CH:23]=[C:13]3[C:12]([NH:11][C@H:3]4[C@@H:2]([CH3:1])[CH2:6][N:5]([S:7]([CH3:10])(=[O:8])=[O:9])[CH2:4]4)=[C:17]([C:18]([NH2:20])=[O:19])[CH:16]=[N:15][N:14]3[CH:21]=2)[CH:28]=[N:27]1. Procedure: To slurry of 4-((3S,4S)-4-methyl-1-(methylsulfonyl)pyrrolidin-3-ylamino)-6-(1H-pyrazol-4-yl)pyrrolo[1,2-b]pyridazine-3-carboxamide (Example 211, 40 mg, 0.099 mmol) in acetonitrile (0.3 mL) was added DBU (0.060 mL, 0.397 mmol) and 2,2-dimethyloxirane (25.02 mg, 0.347 mmol) and the resulting mixture was heated at 60° C. for ˜16 h. The mixture was cooled, diluted with MeOH, and was purified via preparative reverse-phase HPLC (method B). Fractions which contained the major product were combined and ... Starting materials: CC1(OB(OC1(C)C)C1=CC=C(C=C1)S(=O)(=O)C=1C=CC(=NC1)N)C (5-((4-(4,4,5,5-tetramethyl-1,3,2-dioxaborolan-2-yl)phenyl)sulfonyl)-2-pyridinamine), ClC1=NC=C(C=N1)C(C(F)(F)F)(C(F)(F)F)O ((2-chloro-5-pyrimidinyl)-1,1,1,3,3,3-hexafluoro-2-propanol), ClC1=NC=C(C=N1)C(C(F)(F)F)(C(F)(F)F)O ((2-chloro-5-pyrimidinyl)-1,1,1,3,3,3-hexafluoro-2-propanol), (1,1′-bis(diphenylphosphino)ferrocene)dichloropalladium, C([O-])([O-])=O.[Cs+].[Cs+] (cesium carbonate), COCCOC (DME). Solvent: O (water). Conditions: temperature 100 celsius. Yields the product NC1=CC=C(C=N1)S(=O)(=O)C1=CC=C(C=C1)C1=NC=C(C=N1)C(C(F)(F)F)(C(F)(F)F)O (2-(2-(4-((6-amino-3-pyridinyl)sulfonyl)phenyl)-5-pyrimidinyl)-1,1,1,3,3,3-hexafluoro-2-propanol). The yield is 32.5%. RXN SMILES: CC1(C)C(C)(C)OB([C:9]2[CH:14]=[CH:13][C:12]([S:15]([C:18]3[CH:19]=[CH:20][C:21]([NH2:24])=[N:22][CH:23]=3)(=[O:17])=[O:16])=[CH:11][CH:10]=2)O1.Cl[C:27]1[N:32]=[CH:31][C:30]([C:33]([OH:42])([C:38]([F:41])([F:40])[F:39])[C:34]([F:37])([F:36])[F:35])=[CH:29][N:28]=1.C(=O)([O-])[O-].[Cs+].[Cs+].COCCOC>O>[NH2:24][C:21]1[N:22]=[CH:23][C:18]([S:15]([C:12]2[CH:11]=[CH:10][C:9]([C:27]3[N:28]=[CH:29][C:30]([C:33]([OH:42])([C:34]([F:35])([F:36])[F:37])[C:38]([F:40])([F:41])[F:39])=[CH:31][N:32]=3)=[CH:14][CH:13]=2)(=[O:16])=[O:17])=[CH:19][CH:20]=1 |f:2.3.4|. Procedure details: A glass microwave reaction vessel was charged with 5-((4-(4,4,5,5-tetramethyl-1,3,2-dioxaborolan-2-yl)phenyl)sulfonyl)-2-pyridinamine (262 mg, 0.73 mmol), 2-(2-chloropyrimidin-5-yl)-1,1,1,3,3,3-hexafluoropropan-2-ol (102 mg, 0.36 mmol, Example X, Intermediate D), (1,1′-bis(diphenylphosphino)ferrocene)dichloropalladium (15 mg, 0.02 mmol, Strem Chemical Inc, Newburyport, Mass.), cesium carbonate (355 mg, 1.1 mmol, Sigma-Aldrich, St. Louis, Mo.), DME (2 mL), and water (0.2 mL). The reaction mixture... Starting materials: C(C)(=O)O[C@@H]1[C@H](OC([C@@H]([C@H]1OC(C)=O)OC(C)=O)C1=CC(=C(C=C1)Br)CC1=CC2=C(OCCO2)C=C1)COC(C)=O (acetic acid (2R,3R,4R,5S)-3,4,5-triacetoxy-6-[4-bromo-3-(2,3-dihydro-benzo[1,4]dioxin-6-ylmethyl)-phenyl]-tetrahydro-pyran-2-ylmethyl ester), C1(CCCCC1)P(C1CCCCC1)C1CCCCC1 (tricyclohexylphosphine), C(C)B(O)O (ethylboronic acid), [O-]P(=O)([O-])[O-].[K+].[K+].[K+] (potassium phosphate tribasic). The reagents and catalysts are C(C)(=O)[O-].[Pd+2].C(C)(=O)[O-] (palladium (II) acetate). Run in O (water), C1(=CC=CC=C1)C (toluene), O (water). The product is C(C)(=O)O[C@@H]1[C@H](OC([C@@H]([C@H]1OC(C)=O)OC(C)=O)C1=CC(=C(C=C1)CC)CC1=CC2=C(OCCO2)C=C1)COC(C)=O (acetic acid (2R,3R,4R,5S)-3,4,5-triacetoxy-6-[3-(2,3-dihydro-benzo[1,4]dioxin-6-ylmethyl)-4-ethyl-phenyl]tetrahydro-pyran-2-ylmethyl ester). The yield is 146.9%. RXN SMILES: [C:1]([O:4][C@H:5]1[C@H:10]([O:11][C:12](=[O:14])[CH3:13])[C@@H:9]([O:15][C:16](=[O:18])[CH3:17])[CH:8]([C:19]2[CH:24]=[CH:23][C:22](Br)=[C:21]([CH2:26][C:27]3[CH:36]=[CH:35][C:30]4[O:31][CH2:32][CH2:33][O:34][C:29]=4[CH:28]=3)[CH:20]=2)[O:7][C@@H:6]1[CH2:37][O:38][C:39](=[O:41])[CH3:40])(=[O:3])[CH3:2].[CH:42]1(P(C2CCCCC2)C2CCCCC2)CCCC[CH2:43]1.[O-]P([O-])([O-])=O.[K+].[K+].[K+].C(B(O)O)C>C1(C)C=CC=CC=1.O.C([O-])(=O)C.[Pd+2].C([O-])(=O)C>[C:1]([O:4][C@H:5]1[C@H:10]([O:11][C:12](=[O:14])[CH3:13])[C@@H:9]([O:15][C:16](=[O:18])[CH3:17])[CH:8]([C:19]2[CH:24]=[CH:23][C:22]([CH2:42][CH3:43])=[C:21]([CH2:26][C:27]3[CH:36]=[CH:35][C:30]4[O:31][CH2:32][CH2:33][O:34][C:29]=4[CH:28]=3)[CH:20]=2)[O:7][C@@H:6]1[CH2:37][O:38][C:39](=[O:41])[CH3:40])(=[O:3])[CH3:2] |f:2.3.4.5,9.10.11|. Procedure: To a stirred solution of acetic acid (2R,3R,4R,5S)-3,4,5-triacetoxy-6-[4-bromo-3-(2,3-dihydro-benzo[1,4]dioxin-6-ylmethyl)-phenyl]-tetrahydro-pyran-2-ylmethyl ester (10.0 g, 15.74 mmol) in toluene (200 mL) was added tricyclohexylphosphine (1.76 g, 6.29 mmol), a solution of potassium phosphate tribasic (13.3 g, 62.9 mmol) in water (15 mL), and ethylboronic acid (3.4 g, 47.2 mmol). The reaction mixture was degassed for 45 min then palladium (II) acetate (529 mg, 2.3 mmol) was added. After refluxin...